Dataset: the Open Reaction Database (ORD), a public repository of structured organic reaction records. Task: describe an organic reaction: reactants, conditions, products, and yield The reactants are C(C)(C)(C)OC(=O)N1CCC(CC1)C(=O)NC=1SC(=C(N1)C=1OC=CC1)C1=CC=NC=C1 (1-(tert-Butoxycarbonyl)-N-[4-(2-furyl)-5-(4-pyridyl)thiazol-2-yl]piperidine-4-carboxamide), FC(C(=O)O)(F)F (trifluoroacetic acid). Run in ClCCl (dichloromethane). Run at time 30 minute. Yields the product O1C(=CC=C1)C=1N=C(SC1C1=CC=NC=C1)NC(=O)C1CCNCC1 (N-[4-(2-Furyl)-5-(4-pyridyl)thiazol-2-yl]piperidine-4-carboxamide). Yield: 83.4%. Reaction SMILES: C(OC([N:8]1[CH2:13][CH2:12][CH:11]([C:14]([NH:16][C:17]2[S:18][C:19]([C:27]3[CH:32]=[CH:31][N:30]=[CH:29][CH:28]=3)=[C:20]([C:22]3[O:23][CH:24]=[CH:25][CH:26]=3)[N:21]=2)=[O:15])[CH2:10][CH2:9]1)=O)(C)(C)C.FC(F)(F)C(O)=O>ClCCl>[O:23]1[CH:24]=[CH:25][CH:26]=[C:22]1[C:20]1[N:21]=[C:17]([NH:16][C:14]([CH:11]2[CH2:12][CH2:13][NH:8][CH2:9][CH2:10]2)=[O:15])[S:18][C:19]=1[C:27]1[CH:28]=[CH:29][N:30]=[CH:31][CH:32]=1. Procedure: Compound 14 (1.80 g, 3.96 mmol) was dissolved in dichloromethane (20 mL), and trifluoroacetic acid (20 mL) was added thereto, followed by stirring at room temperature for 30 minutes. The reaction mixture was concentrated under reduced pressure, and water was added to the resulting residue, followed by adding a 10 mol/L aqueous solution of sodium hydroxide to adjust the pH to 12. The precipitated solid was collected by filtration to afford the entitled Compound 15 (1.17 g, 84%). Reactants: O1C(=CC=C1)C=1OC(=C(N1)COC1=C(C=C(COC2=NN(C(=C2)C=O)C2=CC=CC=C2)C=C1)OC)C (3-[(4-{[2-(2-furyl)-5-methyl-1,3-oxazol-4-yl]methoxy}-3-methoxybenzyl)oxy]-1-phenyl-1H-pyrazole-5-carbaldehyde), [Cl-].S1C=NC(=C1)C[P+](C1=CC=CC=C1)(C1=CC=CC=C1)C1=CC=CC=C1 ([(1,3-thiazol-4-yl)methyl]triphenylphosphonium chloride), C([O-])([O-])=O.[K+].[K+] (potassium carbonate), CN(C=O)C (N,N-dimethylformamide). The solvent is O (Water). Run at time 15 hour. Yields the product O1C(=CC=C1)C=1OC(=C(N1)COC1=C(C=C(C=C1)COC1=NN(C(=C1)\C=C\C=1N=CSC1)C1=CC=CC=C1)OC)C (2-(2-furyl)-4-({2-methoxy-4-[({1-phenyl-5-[(E)-2-(1,3-thiazol-4-yl)ethenyl]-1H-pyrazol-3-yl}oxy)methyl]phenoxy}methyl)-5-methyl-1,3-oxazole). Yield: 66.0%. As a reaction SMILES: [O:1]1[CH:5]=[CH:4][CH:3]=[C:2]1[C:6]1[O:7][C:8]([CH3:36])=[C:9]([CH2:11][O:12][C:13]2[CH:33]=[CH:32][C:16]([CH2:17][O:18][C:19]3[CH:23]=[C:22]([CH:24]=O)[N:21]([C:26]4[CH:31]=[CH:30][CH:29]=[CH:28][CH:27]=4)[N:20]=3)=[CH:15][C:14]=2[O:34][CH3:35])[N:10]=1.[Cl-].[S:38]1[CH:42]=[C:41]([CH2:43][P+](C2C=CC=CC=2)(C2C=CC=CC=2)C2C=CC=CC=2)[N:40]=[CH:39]1.C(=O)([O-])[O-].[K+].[K+].CN(C)C=O>O>[O:1]1[CH:5]=[CH:4][CH:3]=[C:2]1[C:6]1[O:7][C:8]([CH3:36])=[C:9]([CH2:11][O:12][C:13]2[CH:33]=[CH:32][C:16]([CH2:17][O:18][C:19]3[CH:23]=[C:22](/[CH:24]=[CH:43]/[C:41]4[N:40]=[CH:39][S:38][CH:42]=4)[N:21]([C:26]4[CH:31]=[CH:30][CH:29]=[CH:28][CH:27]=4)[N:20]=3)=[CH:15][C:14]=2[O:34][CH3:35])[N:10]=1 |f:1.2,3.4.5|. Procedure details: A mixture of 3-[(4-{[2-(2-furyl)-5-methyl-1,3-oxazol-4-yl]methoxy}-3-methoxybenzyl)oxy]-1-phenyl-1H-pyrazole-5-carbaldehyde (1.00 g), [(1,3-thiazol-4-yl)methyl]triphenylphosphonium chloride (1.27 g), potassium carbonate (0.44 g) and N,N-dimethylformamide (50 mL) was stirred at room temperature for 15 hrs. Water was poured into the reaction mixture, and the mixture was extracted with ethyl acetate. The organic layer was washed with saturated brine, dried over anhydrous magnesium sulfate and conce... Reactants: hydrochloride salt, CC1=CC=C(C=C1)S(=O)(=O)OCC1OC2=C(C1)C=C(C=C2C2=C(C=CC=C2Cl)Cl)C ((±)-[7-(2,6-dichlorophenyl) 5-methyl-2,3-dihydro-1-benzofuran-2-yl]methyl 4-methylbenzenesulfonate), CN (methylamine). The product is ClC1=C(C(=CC=C1)Cl)C1=CC(=CC=2CC(OC21)CNC)C ((±)-{[7-(2,6-dichlorophenyl)-5-methyl-2,3-dihydro-1-benzofuran-2-yl]methyl}methylamine). As a reaction SMILES: CC1C=CC(S(O[CH2:12][CH:13]2[CH2:17][C:16]3[CH:18]=[C:19]([CH3:30])[CH:20]=[C:21]([C:22]4[C:27]([Cl:28])=[CH:26][CH:25]=[CH:24][C:23]=4[Cl:29])[C:15]=3[O:14]2)(=O)=O)=CC=1.[CH3:31][NH2:32]>>[Cl:29][C:23]1[CH:24]=[CH:25][CH:26]=[C:27]([Cl:28])[C:22]=1[C:21]1[C:15]2[O:14][CH:13]([CH2:12][NH:32][CH3:31])[CH2:17][C:16]=2[CH:18]=[C:19]([CH3:30])[CH:20]=1. Procedure details: The title compound was prepared (0.073 g, 78%) following the general procedure of Example 390 as a white solid, hydrochloride salt from (±)-[7-(2,6-dichlorophenyl) 5-methyl-2,3-dihydro-1-benzofuran-2-yl]methyl 4-methylbenzenesulfonate (0.12 g, 0.26 mmol) and methylamine (0.080 g, 2.6 mmol). mp 192-195° C. Starting materials: O=C1COc2ccc(Br)cc2N1, CI, [H-], [Na+], CN(C)C=O. Product: CN1C(=O)COc2ccc(Br)cc21. As a reaction SMILES: [Br:3][c:4]1[cH:5][c:6]2[c:7]([cH:13][cH:14]1)[O:8][CH2:9][C:10](=[O:12])[NH:11]2.[CH3:15][I:16].[H-:1].[Na+:2].[O:17]=[CH:18][N:19]([CH3:20])[CH3:21]>>[Br:3][c:4]1[cH:5][c:6]2[c:7]([cH:13][cH:14]1)[O:8][CH2:9][C:10](=[O:12])[N:11]2[CH3:15]. The reactants are BrB(Br)Br, CO, ClCCl, COc1ccc(F)c(F)c1C=O, O. Yields the product O=Cc1c(O)ccc(F)c1F. Reaction SMILES: [B:1]([Br:2])([Br:3])[Br:4].[CH3:17][OH:18].[Cl:20][CH2:21][Cl:22].[F:5][c:6]1[c:7]([CH:8]=[O:9])[c:10]([O:15][CH3:16])[cH:11][cH:12][c:13]1[F:14].[OH2:19]>>[F:5][c:6]1[c:7]([CH:8]=[O:9])[c:10]([OH:15])[cH:11][cH:12][c:13]1[F:14]. Reactants: C(C)(C)(C)C1=CC(=C(C(C(=O)O)O)C(=C1)C)C (4-tert-butyl-2,6-dimethylmandelic acid), Cl (hydrochloric acid), red phosphorus. The solvent is C(C)(=O)O (acetic acid). Conditions: temperature 100 celsius. Product: C(C)(C)(C)C1=CC(=C(C(=C1)C)CC(=O)O)C (4-tert-Butyl-2,6-dimethylphenylacetic acid). Isolated yield 83.6%. RXN SMILES: [C:1]([C:5]1[CH:15]=[C:14]([CH3:16])[C:8]([CH:9](O)[C:10]([OH:12])=[O:11])=[C:7]([CH3:17])[CH:6]=1)([CH3:4])([CH3:3])[CH3:2].Cl>C(O)(=O)C>[C:1]([C:5]1[CH:6]=[C:7]([CH3:17])[C:8]([CH2:9][C:10]([OH:12])=[O:11])=[C:14]([CH3:16])[CH:15]=1)([CH3:4])([CH3:3])[CH3:2]. Reported procedure: A mixture of 47.2 g of 4-tert-butyl-2,6-dimethylmandelic acid [0.2 mol], 7 g of 37% strength hydrochloric acid, 9.3 g of red phosphorus and 33 g of KI in 150 ml of glacial acetic acid is heated at 100° C. for 16 hours. The excess of phosphorus is filtered off with suction and washed three times with in each case 70 ml of glacial acetic acid. The filtrate is substantially concentrated on a rotary evaporator at a bath temperature of 50° C./60 mbar. The resulting residue is stirred in 180 ml of wat... Reactants: O=C([O-])[O-], CCCn1c(=O)c2[nH]c(C=Cc3ccc(OC)c(OC)c3)nc2n(CCC)c1=O, CI, CN(C)C=O, [K+], [K+]. Product: CCCn1c(=O)c2c(nc(C=Cc3ccc(OC)c(OC)c3)n2C)n(CCC)c1=O. RXN SMILES: [C:30](=[O:31])([O-:32])[O-:33].[CH3:1][O:2][c:3]1[cH:4][c:5]([CH:6]=[CH:7][c:8]2[n:9][c:10]3[n:11]([CH2:22][CH2:23][CH3:24])[c:12](=[O:21])[n:13]([CH2:18][CH2:19][CH3:20])[c:14](=[O:17])[c:15]3[nH:16]2)[cH:25][cH:26][c:27]1[O:28][CH3:29].[CH3:36][I:37].[CH3:38][N:39]([CH3:40])[CH:41]=[O:42].[K+:34].[K+:35]>>[CH3:1][O:2][c:3]1[cH:4][c:5]([CH:6]=[CH:7][c:8]2[n:9][c:10]3[n:11]([CH2:22][CH2:23][CH3:24])[c:12](=[O:21])[n:13]([CH2:18][CH2:19][CH3:20])[c:14](=[O:17])[c:15]3[n:16]2[CH3:30])[cH:25][cH:26][c:27]1[O:28][CH3:29].